This data is from the Open Reaction Database (ORD), a public repository of structured organic reaction records. The task is: describe an organic reaction: reactants, conditions, products, and yield Reactants: CC(=O)O[BH-](OC(C)=O)OC(C)=O, CC(=O)O, NC(=O)c1ccc(Oc2ccc(C=O)cc2)nc1, ClCCCl, Cl, [Na+], c1ccc(C2CCCNC2)cc1. Product: NC(=O)c1ccc(Oc2ccc(CN3CCCC(c4ccccc4)C3)cc2)nc1. As a reaction SMILES: [C:32]([O:33][BH-:34]([O:35][C:36](=[O:37])[CH3:38])[O:39][C:40](=[O:41])[CH3:42])(=[O:43])[CH3:44].[CH3:46][C:47](=[O:48])[OH:49].[CH:14](=[O:15])[c:16]1[cH:17][cH:18][c:19]([O:20][c:21]2[n:22][cH:23][c:24]([C:25](=[O:26])[NH2:27])[cH:28][cH:29]2)[cH:30][cH:31]1.[Cl:50][CH2:51][CH2:52][Cl:53].[ClH:1].[Na+:45].[c:2]1([CH:8]2[CH2:9][NH:10][CH2:11][CH2:12][CH2:13]2)[cH:3][cH:4][cH:5][cH:6][cH:7]1>>[c:2]1([CH:8]2[CH2:9][N:10]([CH2:14][c:16]3[cH:17][cH:18][c:19]([O:20][c:21]4[n:22][cH:23][c:24]([C:25](=[O:26])[NH2:27])[cH:28][cH:29]4)[cH:30][cH:31]3)[CH2:11][CH2:12][CH2:13]2)[cH:3][cH:4][cH:5][cH:6][cH:7]1. Starting materials: OS(=O)(=O)O (H2SO4), BrC1=C(C=CC=C1)C#CCCC(=O)O (5-(2-bromophenyl)-4-pentynoic acid). The solvent is O (water). Conditions: temperature 0 celsius, time 10 minute. Yields the product BrC1=C(C=CC=C1)C(CCCC(=O)O)=O (2-bromo-δ-oxobenzenepentanoic acid). Reaction SMILES: [OH:1]S(O)(=O)=O.[Br:6][C:7]1[CH:12]=[CH:11][CH:10]=[CH:9][C:8]=1[C:13]#[C:14][CH2:15][CH2:16][C:17]([OH:19])=[O:18]>O>[Br:6][C:7]1[CH:12]=[CH:11][CH:10]=[CH:9][C:8]=1[C:13](=[O:1])[CH2:14][CH2:15][CH2:16][C:17]([OH:19])=[O:18]. Procedure details: Into 20 cc of concentrated H2SO4 was dissolved 0.1 g (0.4 mmol) of the product of Example 1 to give a brown solution. The solution was allowed to stand at room temperature for 10 minutes. Thereafter, the solution was cooled to 0° C. in an ice bath and ice was then added to it. The solution was then diluted with water and extracted twice with ethyl acetate. The combined extracts were sequentially washed once each with water and brine and then dried (MgSO4). Removal of the solvent under reduced pr... The reactants are ClC1=C(C=CC=2N(N=NC21)CC2CC2)C2=CC=C(CN1CCN(CC1)C(=O)OC(C)(C)C)C=C2 (tert-Butyl 4-{4-[4-chloro-1-(cyclopropylmethyl)-1H-benzotriazol-5-yl]benzyl}piperazine-1-carboxylate), C([O-])(O)=O.[Na+] (sodium bicarbonate), Cl (hydrochloric acid), Cl (hydrochloric acid). Solvent: ClCCl (dichloromethane), CO (methanol), O (water). Run at temperature 0 celsius. The product is ClC1=C(C=CC=2N(N=NC21)CC2CC2)C2=CC=C(C=C2)CN2CCNCC2 (4-Chloro-1-(cyclopropylmethyl)-5-[4-(piperazin-1-ylmethyl)phenyl]-1H-benzotriazole). As a reaction SMILES: [Cl:1][C:2]1[C:10]2[N:9]=[N:8][N:7]([CH2:11][CH:12]3[CH2:14][CH2:13]3)[C:6]=2[CH:5]=[CH:4][C:3]=1[C:15]1[CH:34]=[CH:33][C:18]([CH2:19][N:20]2[CH2:25][CH2:24][N:23](C(OC(C)(C)C)=O)[CH2:22][CH2:21]2)=[CH:17][CH:16]=1.Cl.C(=O)(O)[O-].[Na+]>ClCCl.CO.O>[Cl:1][C:2]1[C:10]2[N:9]=[N:8][N:7]([CH2:11][CH:12]3[CH2:14][CH2:13]3)[C:6]=2[CH:5]=[CH:4][C:3]=1[C:15]1[CH:16]=[CH:17][C:18]([CH2:19][N:20]2[CH2:21][CH2:22][NH:23][CH2:24][CH2:25]2)=[CH:33][CH:34]=1 |f:2.3|. Procedure: tert-Butyl 4-{4-[4-chloro-1-(cyclopropylmethyl)-1H-benzotriazol-5-yl]benzyl}piperazine-1-carboxylate (Example 52, 430 mg, 0.89 mmol) was dissolved in a dichloromethane (8.9 mL) and methanol (8.9 mL), cooled to 0° C. and treated with a hydrochloric acid (2.2 mL, 4 M in dioxane, 8.9 mmol). The mixture was warmed to ambient temperature and treated with hydrochloric acid (200 μL, 12 N aqueous). The mixture was stirred at ambient temperatures until complete, at which time the mixture was treated with... The reactants are N(N)C1=CC=C(C=2CCC(OC21)C)C (8-hydrazino-3,4-dihydro-2,5-dimethyl-2H-1-benzopyran), C(C)(C)N(CC)C(C)C (N,N-diisopropyl-N-ethylamine), ClC(=O)OC (methyl chloroformate), ice water. Run in C1CCOC1 (THF). Run at temperature 0 celsius, time 5 minute. The product is methyl ester, CC1OC2=C(CC1)C(=CC=C2NNC(=O)O)C (2-(3,4-dihydro-2,5-dimethyl-2H-1-benzopyran-8-yl)hydrazinecarboxylic acid). RXN SMILES: [NH:1]([C:3]1[C:12]2[O:11][CH:10]([CH3:13])[CH2:9][CH2:8][C:7]=2[C:6]([CH3:14])=[CH:5][CH:4]=1)[NH2:2].C(N(C(C)C)CC)(C)C.Cl[C:25]([O:27]C)=[O:26]>C1COCC1>[CH3:13][CH:10]1[CH2:9][CH2:8][C:7]2[C:6]([CH3:14])=[CH:5][CH:4]=[C:3]([NH:1][NH:2][C:25]([OH:27])=[O:26])[C:12]=2[O:11]1. Procedure details: A stirred mixture of the 1F, 200 ml of THF and 12.4 g of N,N-diisopropyl-N-ethylamine was chilled to 0° C. and 9.1 g of methyl chloroformate was added, drop-by-drop, over five minutes. The mixture was poured over ice water and extracted with ether. The extract was dried (MgSO4) and concentrated to dryness, to give the methyl ester of 2-(3,4-dihydro-2,5-dimethyl-2H-1-benzopyran-8-yl)hydrazinecarboxylic acid (1G), as an amber syrup. Reactants: C(C)OC(=O)C=1N=C(SC1C(=O)OCC)I (4,5-diethoxycarbonyl-2-iodothiazole), C(C)O (ethanol). Solvent: CO (methanol). Product: C(C)OC(=O)C=1N=C(SC1C(=O)OCC)C#C (4,5-Diethoxycarbonyl-2-ethynylthiazole). As a reaction SMILES: [CH2:1]([O:3][C:4]([C:6]1[N:7]=[C:8](I)[S:9][C:10]=1[C:11]([O:13][CH2:14][CH3:15])=[O:12])=[O:5])[CH3:2].[CH2:17](O)[CH3:18]>CO>[CH2:1]([O:3][C:4]([C:6]1[N:7]=[C:8]([C:17]#[CH:18])[S:9][C:10]=1[C:11]([O:13][CH2:14][CH3:15])=[O:12])=[O:5])[CH3:2]. Procedure details: 4,5-Diethoxycarbonyl-2-ethynylthiazole (539 mg) was prepared from 1.16 g of 4,5-diethoxycarbonyl-2-iodothiazole in the same manner as in step b) in Example 4, except that ethanol was used as the solvent instead of methanol. The reactants are OC1=NC=CC=C1O (2,3-dihydroxypyridine), CC1=CC=C(N)C=C1 (p-methylaniline), NaIO3. The solvent is O.CC(=O)C (water acetone). Run at time 2 hour. Product: C1(=CC=C(C=C1)NC1=CC(C(N=C1NC1=CC=C(C=C1)C)=O)=O)C (5,6-di(p-tolylamino)-2,3-pyridindione). Isolated yield 32.0%. As a reaction SMILES: [OH:1][C:2]1[C:7]([OH:8])=[CH:6][CH:5]=[CH:4][N:3]=1.[CH3:9][C:10]1[CH:16]=[CH:15][C:13]([NH2:14])=[CH:12][CH:11]=1>O.CC(C)=O>[C:10]1([CH3:9])[CH:16]=[CH:15][C:13]([NH:14][C:5]2[C:4]([NH:14][C:13]3[CH:15]=[CH:16][C:10]([CH3:9])=[CH:11][CH:12]=3)=[N:3][C:2](=[O:1])[C:7](=[O:8])[CH:6]=2)=[CH:12][CH:11]=1 |f:2.3|. Procedure details: 2,3-dihydroxypyridine (0.0027 mol), p-methylaniline (0.0054 mol), and NaIO3 (0.0009 mol) were dissolved in 160 ml water/acetone (80:1, v/v) solvent. The reaction mixture was stirred for 2 hours; and maintained still overnight. It was then filtered and recrystallized with chloroform. The final product was 5,6-di(p-tolylamino)-2,3-pyridindione in a red powder. The yield was 32%-54%. The reactants are BrC=1C(N(N=CC1N[C@H]1[C@@H]([C@@H]2C([C@H](C1)C2)(C)C)C)CC(=O)C2=CC=C(C=C2)N(CC)CC)=O (4-Bromo-2-{2-[4-(diethylamino)phenyl]-2-oxoethyl}-5-[(1R,2R,3R,5S)-2,6,6-trimethylbicyclo[3.1.1]hept-3-ylamino]pyridazin-3(2H)-one), CC(C(C=1C=C(C=CC1OC)OC)O)N.Cl (methoxamine hydrochloride), C(C)(=O)OCC (ethyl acetate). Run in C(C)O (ethanol). Product: BrC=1C(N(N=CC1N[C@H]1[C@@H]([C@@H]2C([C@H](C1)C2)(C)C)C)CC(=NOC)C2=CC=C(C=C2)N(CC)CC)=O (4-Bromo-2-{2-[4-(diethylamino)phenyl]-2-(methoxyimino)ethyl}-5-[(1R,2R,3R,5S)-2,6,6-trimethylbicyclo[3.1.1]hept-3-ylamino]pyridazin-3(2H)-one). Isolated yield 100.0%. RXN SMILES: [Br:1][C:2]1[C:3](=[O:33])[N:4]([CH2:19][C:20]([C:22]2[CH:27]=[CH:26][C:25]([N:28]([CH2:31][CH3:32])[CH2:29][CH3:30])=[CH:24][CH:23]=2)=O)[N:5]=[CH:6][C:7]=1[NH:8][C@@H:9]1[CH2:14][C@@H:13]2[CH2:15][C@@H:11]([C:12]2([CH3:17])[CH3:16])[C@H:10]1[CH3:18].CC([NH2:48])C(O)C1C=C(OC)C=CC=1OC.Cl.C([O:53][CH2:54]C)(=O)C>C(O)C>[Br:1][C:2]1[C:3](=[O:33])[N:4]([CH2:19][C:20]([C:22]2[CH:27]=[CH:26][C:25]([N:28]([CH2:29][CH3:30])[CH2:31][CH3:32])=[CH:24][CH:23]=2)=[N:48][O:53][CH3:54])[N:5]=[CH:6][C:7]=1[NH:8][C@@H:9]1[CH2:14][C@@H:13]2[CH2:15][C@@H:11]([C:12]2([CH3:17])[CH3:16])[C@H:10]1[CH3:18] |f:1.2|. Procedure: 4-Bromo-2-{2-[4-(diethylamino)phenyl]-2-oxoethyl}-5-[(1R,2R,3R,5S)-2,6,6-trimethylbicyclo[3.1.1]hept-3-ylamino]pyridazin-3(2H)-one (50 mg, 0.097 mmol) and methoxamine hydrochloride (41 mg, 0.485 mmol) in ethanol (0.5 mL) were stirred at 80° C. for 1 hour. After cooling, ethyl acetate was added, and the organic layer was washed with saturated aqueous ammonium chloride and saturated aqueous sodium chloride and dried over anhydrous sodium sulfate. The solvent was removed by distillation. The result... The reactants are ClC1=CC=2C3=C(NC2C=C1)CCN(CC3)C (9-Chloro-3-methyl-1,2,3,4,5,6-hexahydroazepino[4,5-b]indole), BrCCC1=C(C=CC=C1)F (1-(2-bromoethyl)-2-fluorobenzene), N1[C@H](C(=O)O)CCC1 (L-proline), [O-]P(=O)([O-])[O-].[K+].[K+].[K+] (potassium phosphate tribasic). The reagents and catalysts are [Cu](I)I (copper iodide). Solvent: CN(C)C=O (DMF), O (water). Reaction conditions: temperature 90 celsius, time 12 hour. Product: FC1=C(CCN2C3=C(C=4C=C(C=CC24)Cl)CCN(CC3)C)C=CC=C1 (6-(2-fluorophenethyl)-9-chloro-1,2,3,4,5,6-hexahydro-3-methylazepino[4,5-b]indole). As a reaction SMILES: [Cl:1][C:2]1[CH:10]=[CH:9][C:8]2[NH:7][C:6]3[CH2:11][CH2:12][N:13]([CH3:16])[CH2:14][CH2:15][C:5]=3[C:4]=2[CH:3]=1.N1CCC[C@H]1C(O)=O.[O-]P([O-])([O-])=O.[K+].[K+].[K+].Br[CH2:34][CH2:35][C:36]1[CH:41]=[CH:40][CH:39]=[CH:38][C:37]=1[F:42]>CN(C=O)C.[Cu](I)I.O>[F:42][C:37]1[CH:38]=[CH:39][CH:40]=[CH:41][C:36]=1[CH2:35][CH2:34][N:7]1[C:8]2[CH:9]=[CH:10][C:2]([Cl:1])=[CH:3][C:4]=2[C:5]2[CH2:15][CH2:14][N:13]([CH3:16])[CH2:12][CH2:11][C:6]1=2 |f:2.3.4.5|. Procedure: The title compound was prepared by following general procedure 4. 9-Chloro-3-methyl-1,2,3,4,5,6-hexahydroazepino[4,5-b]indole (234 mg, 1.0 mmol) was taken with copper iodide (19 mg, 0.1 mmol), L-proline (23 mg, 0.2 mmol), potassium phosphate tribasic (426 mg, 2.0 mmol) and then 1-(2-bromoethyl)-2-fluorobenzene (203 mg, 1 mmol) in DMF. The reaction mixture was stirred at 90° C. under argon atmosphere for 12 h and monitored by LCMS. After completion of the reaction, water was added and extracted w...